Dataset: the Open Reaction Database (ORD), a public repository of structured organic reaction records. Task: describe an organic reaction: reactants, conditions, products, and yield Starting materials: [H-].[Na+] (sodium hydride), BrC1=CC2=C(OCC(N2)=O)C=C1 (6-bromo-2H-benzo[b][1,4]oxazin-3(4H)-one), CI (Methyl iodide). Run in CN(C)C=O (DMF). Run at time 1 hour. The product is BrC1=CC2=C(OCC(N2C)=O)C=C1 (6-Bromo-4-methyl-2H-benzo[b][1,4]oxazin-3(4H)-one). RXN SMILES: [H-].[Na+].[Br:3][C:4]1[CH:14]=[CH:13][C:7]2[O:8][CH2:9][C:10](=[O:12])[NH:11][C:6]=2[CH:5]=1.[CH3:15]I>CN(C=O)C>[Br:3][C:4]1[CH:14]=[CH:13][C:7]2[O:8][CH2:9][C:10](=[O:12])[N:11]([CH3:15])[C:6]=2[CH:5]=1 |f:0.1|. Procedure details: To sodium hydride (63 mg) in DMF (3 mL) under an atmosphere of nitrogen was added 6-bromo-2H-benzo[b][1,4]oxazin-3(4H)-one (0.3 g) and the mixture was stirred at room temperature for 1 h. Methyl iodide (0.123 mL) was added and the mixture was stirred overnight at room temperature. The mixture was poured onto ice/water and extracted into ethyl acetate (×2). The ethyl acetate was washed with water (×3), dried and the solvent was evaporated. The resulting material was purified by chromatography on ... The reactants are BrC1=CC=C(C=C1)C(CC(=O)C=1C=CC(N(C1)C)=O)C1=C(C=CC=C1)C (5-[3-(4-bromo-phenyl)-3-o-tolyl-propionyl]-1-methyl-1H-pyridin-2-one), Cl.NO (hydroxylamine hydrochloride), C(=O)(O)[O-].[Na+] (NaHCO3). Product: BrC1=CC=C(C=C1)C(C\C(=N/O)\C=1C=CC(N(C1)C)=O)C1=C(C=CC=C1)C (5-{3-(4-Bromo-phenyl)-1-[(E)-hydroxyimino]-3-o-tolyl-propyl}-1-methyl-1H-pyridin-2-one). As a reaction SMILES: [Br:1][C:2]1[CH:7]=[CH:6][C:5]([CH:8]([C:20]2[CH:25]=[CH:24][CH:23]=[CH:22][C:21]=2[CH3:26])[CH2:9][C:10]([C:12]2[CH:13]=[CH:14][C:15](=[O:19])[N:16]([CH3:18])[CH:17]=2)=O)=[CH:4][CH:3]=1.Cl.[NH2:28][OH:29].C([O-])(O)=O.[Na+]>>[Br:1][C:2]1[CH:7]=[CH:6][C:5]([CH:8]([C:20]2[CH:25]=[CH:24][CH:23]=[CH:22][C:21]=2[CH3:26])[CH2:9]/[C:10](/[C:12]2[CH:13]=[CH:14][C:15](=[O:19])[N:16]([CH3:18])[CH:17]=2)=[N:28]\[OH:29])=[CH:4][CH:3]=1 |f:1.2,3.4|. Procedure: In analogy to example 151, step 3, 5-[3-(4-bromo-phenyl)-3-o-tolyl-propionyl]-1-methyl-1H-pyridin-2-one was reacted with hydroxylamine hydrochloride in the presence of NaHCO3 to give the title compound as a colorless solid, MS (ESI+): m/z=425.1 [M+H]+. Reactants: N1C=C(C2=CC=CC=C12)C1CC(C(=O)O1)=C=O (4-(3-indolyl)-carbonyl-γ-butyrolactone), O.NN (hydrazine hydrate), C(C)(=O)O (acetic acid). Solvent: petroleum ether, COCCO (ethylene glycol monomethyl ether). Product: OCC1CC(NN=C1C1=CNC2=CC=CC=C12)=O (2,3,4,5-Tetrahydro-5-hydroxymethyl-6-(3-indolyl)-pyridazin-3-one). Reaction SMILES: [NH:1]1[C:9]2[C:4](=[CH:5][CH:6]=[CH:7][CH:8]=2)[C:3]([CH:10]2OC(=O)[C:12](=[C:16]=[O:17])[CH2:11]2)=[CH:2]1.O.[NH2:19][NH2:20].[C:21]([OH:24])(=O)C>COCCO>[OH:24][CH2:21][CH:11]1[C:10]([C:3]2[C:4]3[C:9](=[CH:8][CH:7]=[CH:6][CH:5]=3)[NH:1][CH:2]=2)=[N:20][NH:19][C:16](=[O:17])[CH2:12]1 |f:1.2|. Procedure details: 3.3 g (b 0.014 mol) of 4-(3-indolyl)-carbonyl-γ-butyrolactone and 0.85 ml (0.018 mol) of hydrazine hydrate are stirred in 50 ml of ethylene glycol monomethyl ether and 1 ml of acetic acid at 80° C. for 18 hours. After 10 ml of petroleum ether have been added to the reaction mixture, the product crystallises with a good purity. The reactants are [N+](=O)([O-])[O-].[Ce+3].[N+](=O)([O-])[O-].[N+](=O)([O-])[O-] (cerium(III) nitrate), CC1=CC=C(C=C1)OC (p-methyl anisole), [Ce] (cerium), 60. The reagents and catalysts are [Pt] (platinum). Solvent: CO (methanol), [N+](=O)(O)[O-] (nitric acid), [N+](=O)(O)[O-] (nitric acid), CO (methanol). The product is COC=1C=CC(=CC1)C=O (anisaldehyde). The yield is 96.0%. Reaction SMILES: [N+]([O-])([O-])=O.[Ce+3].[N+]([O-])([O-])=O.[N+]([O-])([O-])=[O:11].[Ce].[CH3:15][C:16]1[CH:21]=[CH:20][C:19]([O:22][CH3:23])=[CH:18][CH:17]=1>CO.[N+]([O-])(O)=O.[Pt]>[CH3:23][O:22][C:19]1[CH:20]=[CH:21][C:16]([CH:15]=[O:11])=[CH:17][CH:18]=1 |f:0.1.2.3|. Procedure: A 18.2 g quantity of cerium(III) nitrate is dissolved in 100 ml of methanol containing 10 ml of 65% by weight of nitric acid, and the solution is placed into an anode chamber. A methanol solution containing 10 ml of 65% by weight of nitric acid is placed into a cathode chamber. The cerium salt is electrolyzed with a constant current of 60 mA using platinum electrodes to pass electricity across the electrodes in a quantity of 1.2 F/mole. A 1.22 g of quantity of p-methyl anisole is oxidized with t... Starting materials: NC1=NC2=C(C=3C=CC=NC13)C=CC(=C2)C=O (5-aminobenzo[f][1,7]naphthyridine-8-carbaldehyde), [Br-].C1(CC1)C[P+](C1=CC=CC=C1)(C1=CC=CC=C1)C1=CC=CC=C1 ((cyclopropylmethyl)triphenylphosphonium bromide). Yields the product C1(CC1)CCC1=CC=2C(=C3C=CC=NC3=C(N2)N)C=C1 (8-(2-Cyclopropylethyl)benzo[f][1,7]naphthyridin-5-amine). RXN SMILES: [NH2:1][C:2]1[C:11]2[N:10]=[CH:9][CH:8]=[CH:7][C:6]=2[C:5]2[CH:12]=[CH:13][C:14]([CH:16]=O)=[CH:15][C:4]=2[N:3]=1.[Br-].[CH:19]1([CH2:22][P+](C2C=CC=CC=2)(C2C=CC=CC=2)C2C=CC=CC=2)[CH2:21][CH2:20]1>>[CH:19]1([CH2:22][CH2:16][C:14]2[CH:13]=[CH:12][C:5]3=[C:6]4[C:11](=[C:2]([NH2:1])[N:3]=[C:4]3[CH:15]=2)[N:10]=[CH:9][CH:8]=[CH:7]4)[CH2:21][CH2:20]1 |f:1.2|. Procedure: 8-(2-Cyclopropylethyl)benzo[f][1,7]naphthyridin-5-amine was prepared from 5-aminobenzo[f][1,7]naphthyridine-8-carbaldehyde (from Example 87) with (cyclopropylmethyl)triphenylphosphonium bromide following the procedures described for Example 91 (wittig reaction) and Example 92 (reduction). 1H NMR (acetone-d6): δ 8.99 (dd, 1H), 8.88 (dd, 1H), 8.35 (d, 1H), 7.83 (dd, 1H), 7.47 (d, 1H), 7.23 (dd, 1H), 6.64 (br s, 2H), 1.60 (q, 2H), 1.34-1.25 (m, 1H), 0.91-0.72 (m, 2H), 0.45-0.41 (m, 2H), 0.11-0.07 (... The reactants are O[C@@H]1CC([C@H](CCCCCCC(=O)O)[C@H]1\C=C\C(CCC#CC)(OC1OCCCC1)C)=O ((13E)-(11R,15RS)-11-hydroxy-15-methyl-9-oxo-15-(tetrahydropyran-2-yloxy)-13-prosten-18-ynoic acid). The solvent is C(C)(=O)O.O.C1CCOC1 (acetic acid water THF). Yields the product O[C@@H]1CC([C@H](CCCCCCC(=O)O)[C@H]1\C=C\C(CCC#CC)(C)O)=O ((13E)-(11R,15RS)-11,15-Dihydroxy-15-methyl-9-oxo-13-prosten-18-ynoic Acid). As a reaction SMILES: [OH:1][C@H:2]1[C@H:15](/[CH:16]=[CH:17]/[C:18]([CH3:31])([O:24]C2CCCCO2)[CH2:19][CH2:20][C:21]#[C:22][CH3:23])[C@@H:5]([CH2:6][CH2:7][CH2:8][CH2:9][CH2:10][CH2:11][C:12]([OH:14])=[O:13])[C:4](=[O:32])[CH2:3]1>C(O)(=O)C.O.C1COCC1>[OH:1][C@H:2]1[C@H:15](/[CH:16]=[CH:17]/[C:18]([OH:24])([CH3:31])[CH2:19][CH2:20][C:21]#[C:22][CH3:23])[C@@H:5]([CH2:6][CH2:7][CH2:8][CH2:9][CH2:10][CH2:11][C:12]([OH:14])=[O:13])[C:4](=[O:32])[CH2:3]1 |f:1.2.3|. Reported procedure: From 270 mg. of (13E)-(11R,15RS)-11-hydroxy-15-methyl-9-oxo-15-(tetrahydropyran-2-yloxy)-13-prosten-18-ynoic acid and 9 ml. of a mixture of glacial acetic acid/water/THF (65/35/10), 190 mg. of the title compound is obtained as an oil in the usual way. Reactants: CC(C)(C)OC(=O)N1CCC(C(O)C2CCCCC2)C1, CC(C)(C)OC(=O)N1CCC(C=O)C1, C1CCOC1, C[Si](C)(C)[N-][Si](C)(C)C, O=C(Cl)C1CCC(F)(F)CC1, [Li+]. Product: CC(C)(C)OC(=O)N1CCC(C(O)C2CCC(F)(F)CC2)C1. Reaction SMILES: [C:1]([O:2][C:3]([N:4]1[CH2:5][CH2:6][CH:7]([CH:8]([CH:9]2[CH2:10][CH2:11][CH2:12][CH2:13][CH2:14]2)[OH:15])[CH2:16]1)=[O:17])([CH3:18])([CH3:19])[CH3:20].[C:21]([CH3:22])([CH3:23])([CH3:24])[O:25][C:26](=[O:27])[N:28]1[CH2:29][CH:30]([CH:33]=[O:34])[CH2:31][CH2:32]1.[CH2:56]1[O:57][CH2:58][CH2:59][CH2:60]1.[CH3:36][Si:37]([N-:38][Si:39]([CH3:40])([CH3:41])[CH3:42])([CH3:43])[CH3:44].[F:45][C:46]1([F:55])[CH2:47][CH2:48][CH:49]([C:52]([Cl:53])=[O:54])[CH2:50][CH2:51]1.[Li+:35]>>[C:21]([CH3:22])([CH3:23])([CH3:24])[O:25][C:26](=[O:27])[N:28]1[CH2:29][CH:30]([CH:33]([OH:34])[CH:49]2[CH2:48][CH2:47][C:46]([F:45])([F:55])[CH2:51][CH2:50]2)[CH2:31][CH2:32]1.